Dataset: the Open Reaction Database (ORD), a public repository of structured organic reaction records. Task: describe an organic reaction: reactants, conditions, products, and yield The reactants are CN(C)c1ccc(B(O)O)cc1, Cl, O=C(NC1CN2CCC1CC2)c1cc2cc(Br)ccc2o1, [Na+], CN(C)C=O, [OH-]. Product: CN(C)c1ccc(-c2ccc3oc(C(=O)NC4CN5CCC4CC5)cc3c2)cc1. RXN SMILES: [CH3:1][N:2]([c:3]1[cH:4][cH:5][c:6]([B:9]([OH:10])[OH:11])[cH:7][cH:8]1)[CH3:12].[ClH:15].[N:16]12[CH2:17][CH:18]([NH:24][C:25](=[O:26])[c:27]3[o:28][c:29]4[c:30]([cH:31]3)[cH:32][c:33]([Br:36])[cH:34][cH:35]4)[CH:19]([CH2:20][CH2:21]1)[CH2:22][CH2:23]2.[Na+:14].[O:37]=[CH:38][N:39]([CH3:40])[CH3:41].[OH-:13]>>[CH3:1][N:2]([c:3]1[cH:4][cH:5][c:6](-[c:33]2[cH:32][c:30]3[c:29]([o:28][c:27]([C:25]([NH:24][CH:18]4[CH2:17][N:16]5[CH2:21][CH2:20][CH:19]4[CH2:22][CH2:23]5)=[O:26])[cH:31]3)[cH:35][cH:34]2)[cH:7][cH:8]1)[CH3:12]. The reactants are O([Si](C)(C)C(C)(C)C)C=1C(=C2CCC(OC2=C(C1C)C)(C)CCN1CCC(CC1)NC(=O)C1=CC2=CN=C3C=CC=C(S1)N32)C (N-[1-[2-(6-tert-butyldimethylsiloxy-2,5,7,8-tetramethylchroman-2-yl)ethyl]piperidin-4-yl]-5-thia-1,8b-diazaacenaphthylene-4-carboxamide), Cl.CO (HCl methanol). Run in C(C)O (ethanol). Reaction conditions: time 90 hour. Yields the product Cl.Cl.OC=1C(=C2CCC(OC2=C(C1C)C)(C)CCN1CCC(CC1)NC(=O)C1=CC2=CN=C3C=CC=C(S1)N32)C (N-[1-[2-(6-hydroxy-2,5,7,8-tetramethyl-chroman-2-yl)ethyl]piperidin-4-yl]-5-thia-1,8b-diazaacenaphthylene-4-carboxamide dihydrochloride). Reaction SMILES: [O:1]([C:9]1[C:10]([CH3:45])=[C:11]2[C:16](=[C:17]([CH3:20])[C:18]=1[CH3:19])[O:15][C:14]([CH2:22][CH2:23][N:24]1[CH2:29][CH2:28][CH:27]([NH:30][C:31]([C:33]3[S:43][C:42]4[N:44]5[C:35](=[CH:36][N:37]=[C:38]5[CH:39]=[CH:40][CH:41]=4)[CH:34]=3)=[O:32])[CH2:26][CH2:25]1)([CH3:21])[CH2:13][CH2:12]2)[Si](C(C)(C)C)(C)C.[ClH:46].CO>C(O)C>[ClH:46].[ClH:46].[OH:1][C:9]1[C:10]([CH3:45])=[C:11]2[C:16](=[C:17]([CH3:20])[C:18]=1[CH3:19])[O:15][C:14]([CH2:22][CH2:23][N:24]1[CH2:29][CH2:28][CH:27]([NH:30][C:31]([C:33]3[S:43][C:42]4[N:44]5[C:35](=[CH:36][N:37]=[C:38]5[CH:39]=[CH:40][CH:41]=4)[CH:34]=3)=[O:32])[CH2:26][CH2:25]1)([CH3:21])[CH2:13][CH2:12]2 |f:1.2,4.5.6|. Procedure: To a solution of 1.17 g (1.78 mM) of N-[1-[2-(6-tert-butyldimethylsiloxy-2,5,7,8-tetramethylchroman-2-yl)ethyl]piperidin-4-yl]-5-thia-1,8b-diazaacenaphthylene-4-carboxamide in ethanol (5 ml) was added 5.0 ml (20 mM) of 4N—HCl/methanol and the mixture was stirred at room temperature for 90 hours. After the solvent was distilled off under reduced pressure, ethanol and diethyl ether were added and the resulting crystals were collected by filtration and rinsed with ethanol and diethyl ether to provi...